describe an organic reaction: reactants, conditions, products, and yield From a dataset of the Open Reaction Database (ORD), a public repository of structured organic reaction records. Reactants: ClC1=NC=2N(C(=C1)NC1CC1)N=CC2C=C2C(NC(S2)=O)=O (5-((5-chloro-7-(cyclopropylamino)pyrazolo[1,5-a]pyrimidin-3-yl)methylene)thiazolidine-2,4-dione), ClC=1C=C(N)C=CC1 (3-chloroaniline), C1(=CC=C(C=C1)S(=O)(=O)O)C (p-toluenesulfonic acid), CO.ClCCl (methanol dichloromethane). Run in CN1CCCC1=O (NMP). Conditions: temperature 180 celsius. Product: ClC=1C=C(C=CC1)NC1=NC=2N(C(=C1)NC1CC1)N=CC2C=C2C(NC(S2)=O)=O (5-((5-(3-chlorophenylamino)-7-(cyclopropylamino)pyrazolo[1,5-a]pyrimidin-3-yl)methylene)thiazolidine-2,4-dione). As a reaction SMILES: Cl[C:2]1[CH:7]=[C:6]([NH:8][CH:9]2[CH2:11][CH2:10]2)[N:5]2[N:12]=[CH:13][C:14]([CH:15]=[C:16]3[S:20][C:19](=[O:21])[NH:18][C:17]3=[O:22])=[C:4]2[N:3]=1.[Cl:23][C:24]1[CH:25]=[C:26]([CH:28]=[CH:29][CH:30]=1)[NH2:27].C1(C)C=CC(S(O)(=O)=O)=CC=1.CO.ClCCl>CN1C(=O)CCC1>[Cl:23][C:24]1[CH:25]=[C:26]([NH:27][C:2]2[CH:7]=[C:6]([NH:8][CH:9]3[CH2:11][CH2:10]3)[N:5]3[N:12]=[CH:13][C:14]([CH:15]=[C:16]4[S:20][C:19](=[O:21])[NH:18][C:17]4=[O:22])=[C:4]3[N:3]=2)[CH:28]=[CH:29][CH:30]=1 |f:3.4|. Reported procedure: To 5-((5-chloro-7-(cyclopropylamino)pyrazolo[1,5-a]pyrimidin-3-yl)methylene)thiazolidine-2,4-dione (20 mg, 0.06 mmol) in NMP was added 3-chloroaniline (38 μL, 0.36 mmol) and few granules p-toluenesulfonic acid. The reaction was heated in microwave at 180° C. for 1.5 hours. Mixture was filtered and prepared by HPLC then preparative TLC (1% methanol/dichloromethane) to yield 5-((5-(3-chlorophenylamino)-7-(cyclopropylamino)pyrazolo[1,5-a]pyrimidin-3-yl)methylene)thiazolidine-2,4-dione as a yellow s... Starting materials: CO, Cc1ccc(C(=O)Cl)cc1, c1ccccc1. Yields the product COC(=O)c1ccc(C)cc1. As a reaction SMILES: [CH3:11][OH:12].[CH3:1][c:2]1[cH:3][cH:4][c:5]([C:6](=[O:7])[Cl:8])[cH:9][cH:10]1.[cH:13]1[cH:14][cH:15][cH:16][cH:17][cH:18]1>>[CH3:1][c:2]1[cH:3][cH:4][c:5]([C:6](=[O:7])[O:12][CH3:11])[cH:9][cH:10]1. The reactants are N1=CC=C(C=C1)C=O (4-Pyridine carbaldehyde), NCCCCC1=CC2=C(N(C(C(C(N2C)=O)(C)C)=O)CC)C=C1 (7-(4-aminobutyl)-1-ethyl-3,3,5-trimethyl-1,5-dihydrobenzo[b][1,4]diazepine-2,4-dione), [BH4-].[Na+] (Sodium borohydride). The solvent is CO (methanol). Yields the product C(C)N1C2=C(N(C(C(C1=O)(C)C)=O)C)C=C(C=C2)CCCCNCC2=CC=NC=C2 (1-ethyl-3,3,5-trimethyl-7-{4-[(pyridin-4-ylmethyl)amino]butyl}-1,5-dihydrobenzo[b][1,4]diazepine-2,4-dione). As a reaction SMILES: [N:1]1[CH:6]=[CH:5][C:4]([CH:7]=O)=[CH:3][CH:2]=1.[NH2:9][CH2:10][CH2:11][CH2:12][CH2:13][C:14]1[CH:31]=[CH:30][C:17]2[N:18]([CH2:28][CH3:29])[C:19](=[O:27])[C:20]([CH3:26])([CH3:25])[C:21](=[O:24])[N:22]([CH3:23])[C:16]=2[CH:15]=1.[BH4-].[Na+]>CO>[CH2:28]([N:18]1[C:19](=[O:27])[C:20]([CH3:26])([CH3:25])[C:21](=[O:24])[N:22]([CH3:23])[C:16]2[CH:15]=[C:14]([CH2:13][CH2:12][CH2:11][CH2:10][NH:9][CH2:7][C:4]3[CH:3]=[CH:2][N:1]=[CH:6][CH:5]=3)[CH:31]=[CH:30][C:17]1=2)[CH3:29] |f:2.3|. Reported procedure: 4-Pyridine carbaldehyde(0.15 ml) was added to a methanol solution (10 ml) of 7-(4-aminobutyl)-1-ethyl-3,3,5-trimethyl-1,5-dihydrobenzo[b][1,4]diazepine-2,4-dione(0.51 g). The mixture was stirred for an hour at room temperature under nitrogen atmosphere. Sodium borohydride (0.2 g) was added to the mixture, and the mixture was stirred at room temperature overnight. The liquid was then condensed under reduced pressure, and the residue was purified by silica gel column chromatography (ethyl acetate:... Starting materials: CCOC(=O)CCCCCCCCCCC(=O)Nc1cccc(C)c1-c1cccc(S(=O)(=O)c2cc(C(=N)NC(=O)OC(C)(C)C)sc2SC)c1, CO, [Na+], [OH-]. Product: CSc1sc(C(=N)NC(=O)OC(C)(C)C)cc1S(=O)(=O)c1cccc(-c2c(C)cccc2NC(=O)CCCCCCCCCCC(=O)O)c1. As a reaction SMILES: [CH2:3]([CH3:4])[O:5][C:6]([CH2:7][CH2:8][CH2:9][CH2:10][CH2:11][CH2:12][CH2:13][CH2:14][CH2:15][CH2:16][C:17]([NH:18][c:19]1[c:20](-[c:26]2[cH:27][c:28]([S:32](=[O:33])(=[O:34])[c:35]3[c:36]([S:50][CH3:51])[s:37][c:38]([C:40](=[NH:41])[NH:42][C:43](=[O:44])[O:45][C:46]([CH3:47])([CH3:48])[CH3:49])[cH:39]3)[cH:29][cH:30][cH:31]2)[c:21]([CH3:25])[cH:22][cH:23][cH:24]1)=[O:52])=[O:53].[CH3:54][OH:55].[Na+:2].[OH-:1]>>[O:5]=[C:6]([CH2:7][CH2:8][CH2:9][CH2:10][CH2:11][CH2:12][CH2:13][CH2:14][CH2:15][CH2:16][C:17]([NH:18][c:19]1[c:20](-[c:26]2[cH:27][c:28]([S:32](=[O:33])(=[O:34])[c:35]3[c:36]([S:50][CH3:51])[s:37][c:38]([C:40](=[NH:41])[NH:42][C:43](=[O:44])[O:45][C:46]([CH3:47])([CH3:48])[CH3:49])[cH:39]3)[cH:29][cH:30][cH:31]2)[c:21]([CH3:25])[cH:22][cH:23][cH:24]1)=[O:52])[OH:53]. Starting materials: COC1=C(CN(S(=O)(=O)C2=CC=C(C=C2)OC(F)(F)F)CC2=C3C(=NC=C2)N(C(=C3)C3=CN(C2=CC(=C(C=C32)OC)OC)C)S(=O)(=O)C3=CC=C(C=C3)C)C=CC(=C1)OC (N-(2,4-dimethoxybenzyl)-N-[2-(5,6-dimethoxy-1-methyl-1H-indol-3-yl)-1-(toluene-4-sulfonyl)-1H-pyrrolo[2,3-b]pyrid-4-ylmethyl]-4-trifluoromethoxybenzenesulfonamide), [OH-].[K+] (potassium hydroxide). Yields the product COC1=C(CN(S(=O)(=O)C2=CC=C(C=C2)OC(F)(F)F)CC2=C3C(=NC=C2)NC(=C3)C3=CN(C2=CC(=C(C=C32)OC)OC)C)C=CC(=C1)OC (N-(2,4-dimethoxybenzyl)-N-[2-(5,6-dimethoxy-1-methyl-1H-indol-3-yl)-1H-pyrrolo[2,3-b]pyrid-4-ylmethyl]-4-trifluoromethoxybenzenesulfonamide). Yield: 52.2%. Reaction SMILES: [CH3:1][O:2][C:3]1[CH:58]=[C:57]([O:59][CH3:60])[CH:56]=[CH:55][C:4]=1[CH2:5][N:6]([CH2:21][C:22]1[CH:27]=[CH:26][N:25]=[C:24]2[N:28](S(C3C=CC(C)=CC=3)(=O)=O)[C:29]([C:31]3[C:39]4[C:34](=[CH:35][C:36]([O:42][CH3:43])=[C:37]([O:40][CH3:41])[CH:38]=4)[N:33]([CH3:44])[CH:32]=3)=[CH:30][C:23]=12)[S:7]([C:10]1[CH:15]=[CH:14][C:13]([O:16][C:17]([F:20])([F:19])[F:18])=[CH:12][CH:11]=1)(=[O:9])=[O:8].[OH-].[K+]>>[CH3:1][O:2][C:3]1[CH:58]=[C:57]([O:59][CH3:60])[CH:56]=[CH:55][C:4]=1[CH2:5][N:6]([CH2:21][C:22]1[CH:27]=[CH:26][N:25]=[C:24]2[NH:28][C:29]([C:31]3[C:39]4[C:34](=[CH:35][C:36]([O:42][CH3:43])=[C:37]([O:40][CH3:41])[CH:38]=4)[N:33]([CH3:44])[CH:32]=3)=[CH:30][C:23]=12)[S:7]([C:10]1[CH:15]=[CH:14][C:13]([O:16][C:17]([F:20])([F:18])[F:19])=[CH:12][CH:11]=1)(=[O:8])=[O:9] |f:1.2|. Procedure details: N-(2,4-Dimethoxybenzyl)-N-[2-(5,6-dimethoxy-1-methyl-1H-indol-3-yl)-1H-pyrrolo[2,3-b]pyrid-4-ylmethyl]-4-trifluoromethoxybenzenesulfonamide is prepared as described in Example 179a starting with 0.070 g of N-(2,4-dimethoxybenzyl)-N-[2-(5,6-dimethoxy-1-methyl-1H-indol-3-yl)-1-(toluene-4-sulfonyl)-1H-pyrrolo[2,3-b]pyrid-4-ylmethyl]-4-trifluoromethoxybenzenesulfonamide instead of the [2-(5,6-dimethoxy-1-methyl-1H-indol-3-yl)-1-(toluene-4-sulfonyl)-1H-pyrrolo[2,3-b]pyrid-4-ylmethyl](4-trifluoromethy... Reactants: Nc1ncnn2cc(Br)cc12, C1COCCO1, C[Zn]C. Yields the product Cc1cc2c(N)ncnn2c1. Reaction SMILES: [Br:1][c:2]1[cH:3][c:4]2[c:5]([NH2:11])[n:6][cH:7][n:8][n:9]2[cH:10]1.[CH2:15]1[O:16][CH2:17][CH2:18][O:19][CH2:20]1.[CH3:12][Zn:13][CH3:14]>>[c:2]1([CH3:12])[cH:3][c:4]2[c:5]([NH2:11])[n:6][cH:7][n:8][n:9]2[cH:10]1. The reactants are C[C@@]1([C@@H](O[C@@H]([C@H]1OCC1=C(C=C(C=C1)Cl)Cl)COCC1=C(C=C(C=C1)Cl)Cl)N1N=C2C=3C(CCC3ONN=C2)=C1)O (2-(2-C-methyl-3,5-bis-O-(2,4-dichlorophenylmethyl)-β-D-ribofuranosyl)-2,6,8,9-tetrahydro-7-oxa-2,3,5,6-tetraazabenzo[cd]azulene), solution, B(Cl)(Cl)Cl (BCl3). Yields the product C[C@@]1([C@@H](O[C@@H]([C@H]1O)CO)N1N=C2C=3C(CCC3ONN=C2)=C1)O (2-(2-C-methyl-β-D-ribofuranosyl)-2,6,8,9-tetrahydro-7-oxa-2,3,5,6-tetraazabenzo[cd]azulene). Reaction SMILES: [CH3:1][C@@:2]1([OH:41])[C@H:6]([O:7]CC2C=CC(Cl)=CC=2Cl)[C@@H:5]([CH2:17][O:18]CC2C=CC(Cl)=CC=2Cl)[O:4][C@H:3]1[N:28]1[CH:40]=[C:32]2[CH2:33][CH2:34][C:35]3[O:36][NH:37][N:38]=[CH:39][C:30]([C:31]=32)=[N:29]1.B(Cl)(Cl)Cl>C(Cl)Cl>[CH3:1][C@@:2]1([OH:41])[C@H:6]([OH:7])[C@@H:5]([CH2:17][OH:18])[O:4][C@H:3]1[N:28]1[CH:40]=[C:32]2[CH2:33][CH2:34][C:35]3[O:36][NH:37][N:38]=[CH:39][C:30]([C:31]=32)=[N:29]1. Run in C(Cl)Cl (CH2Cl2), C(Cl)Cl (CH2Cl2). Yield: 91.8%. Reported procedure: To a solution of compound 2.8 (128.0 mg, 0.20 mmol) in CH2Cl2 (25 mL) at −78° C., was added a 1.0M solution of BCl3 in CH2Cl2 (2.0 mL, 2.0 mmol) dropwise via syringe. The mixture was stirred at −78° C. for 1.5 h, then at −35° C. to −40° C. for 2.5 hr. The reaction was quenched with MeOH (8.0 ml) and the solvents were evaporated. The resulting crude product was purified by flash column chromatography over silica gel using 5% MeOH in CH2Cl2 as eluent to give the title compound 2.9 (59.2 mg) as a w... Run at temperature -78 celsius, time 1.5 hour. Reactants: NC1=CC=C(OC2=C3C4=C(C(NC3=NC=C2)=O)C=CC=C4)C=C1 (1-(4-Amino-phenoxy)-5H-benzo[c][1,8]naphthyridin-6-one), CCN(C(C)C)C(C)C (DIEA), OC(CN1N(C(C(=C1C)C(=O)O)=O)C1=CC=CC=C1)(C)C (1-(2-hydroxy-2-methyl-propyl)-5-methyl-3-oxo-2-phenyl-2,3-dihydro-1H-pyrazole-4-carboxylic acid), C1COC(=O)N1P(=O)(N2CCOC2=O)Cl (BOP-Cl). Solvent: O1CCOCC1 (dioxane), CCOC(=O)C.O (EtOAc H2O). Run at time 8 hour. The product is O=C1NC2=NC=CC(=C2C2=C1C=CC=C2)OC2=CC=C(C=C2)NC(=O)C=2C(N(N(C2C)CC(C)(C)O)C2=CC=CC=C2)=O (1-(2-Hydroxy-2-methyl-propyl)-5-methyl-3-oxo-2-phenyl-2,3-dihydro-1H-pyrazole-4-carboxylic acid [4-(6-oxo-5,6-dihydro-benzo[c][1,8]naphthyridin-1-yloxy)-phenyl]-amide). Yield: 30.4%. Reaction SMILES: [NH2:1][C:2]1[CH:23]=[CH:22][C:5]([O:6][C:7]2[CH:16]=[CH:15][N:14]=[C:13]3[C:8]=2[C:9]2[CH:21]=[CH:20][CH:19]=[CH:18][C:10]=2[C:11](=[O:17])[NH:12]3)=[CH:4][CH:3]=1.[OH:24][C:25]([CH3:44])([CH3:43])[CH2:26][N:27]1[C:31]([CH3:32])=[C:30]([C:33](O)=[O:34])[C:29](=[O:36])[N:28]1[C:37]1[CH:42]=[CH:41][CH:40]=[CH:39][CH:38]=1.C1N(P(Cl)(N2C(=O)OCC2)=O)C(=O)OC1.CCN(C(C)C)C(C)C>O1CCOCC1.CCOC(C)=O.O>[O:17]=[C:11]1[C:10]2[CH:18]=[CH:19][CH:20]=[CH:21][C:9]=2[C:8]2[C:13](=[N:14][CH:15]=[CH:16][C:7]=2[O:6][C:5]2[CH:22]=[CH:23][C:2]([NH:1][C:33]([C:30]3[C:29](=[O:36])[N:28]([C:37]4[CH:38]=[CH:39][CH:40]=[CH:41][CH:42]=4)[N:27]([CH2:26][C:25]([OH:24])([CH3:44])[CH3:43])[C:31]=3[CH3:32])=[O:34])=[CH:3][CH:4]=2)[NH:12]1 |f:5.6|. Reported procedure: Compound 137 (50 mg, 0.16 mmol), 1-(2-hydroxy-2-methyl-propyl)-5-methyl-3-oxo-2-phenyl-2,3-dihydro-1H-pyrazole-4-carboxylic acid (57 mg, 0.26 mmol), BOP-Cl (63 mg, 0.25 mmol), and DIEA (0.08 mL, 0.49 mmol) were suspended in dioxane (2 mL), and stirred overnight at room temperature. The reaction mixture was diluted with EtOAc/H2O, and filtered through an Extrelut column. The column was washed with EtOAc and the filtrate was concentrated. The crude material was purified via Biotage eluting with a ... Reactants: BrC1=CC2=C(C=3N=C(SC3CCO2)C=2OC=NN2)C=C1 (8-bromo-2-[1,3,4]oxadiazol-2-yl-4,5-dihydro-6-oxa-3-thia-1-aza-benzo[e]azulene), Cl.C(C)(C)N (isopropylamine hydrochloride). Solvent: N1=CC=CC=C1 (pyridine). Reaction conditions: temperature 160 celsius. Product: BrC1=CC2=C(C=3N=C(SC3CCO2)C2=NN=CN2C(C)C)C=C1 (8-Bromo-2-(4-isopropyl-4H-[1,2,4]triazol-3-yl)-4,5-dihydro-6-oxa-3-thia-1-aza-benzo[e]azulene). The yield is 40.2%. RXN SMILES: [Br:1][C:2]1[CH:20]=[CH:19][C:5]2[C:6]3[N:7]=[C:8]([C:14]4O[CH:16]=[N:17][N:18]=4)[S:9][C:10]=3[CH2:11][CH2:12][O:13][C:4]=2[CH:3]=1.Cl.[CH:22]([NH2:25])([CH3:24])[CH3:23]>N1C=CC=CC=1>[Br:1][C:2]1[CH:20]=[CH:19][C:5]2[C:6]3[N:7]=[C:8]([C:14]4[N:25]([CH:22]([CH3:24])[CH3:23])[CH:16]=[N:17][N:18]=4)[S:9][C:10]=3[CH2:11][CH2:12][O:13][C:4]=2[CH:3]=1 |f:1.2|. Reported procedure: To a solution of 8-bromo-2-[1,3,4]oxadiazol-2-yl-4,5-dihydro-6-oxa-3-thia-1-aza-benzo[e]azulene (4.38 g, 12.51 mmol) in pyridine (12 mL) was added isopropylamine hydrochloride (1.38 g, 12.51 mmol). The reaction mixture was heated at 160° C. for 30 minutes using microwave irradiation before being concentrated in vacuo. The residue was taken up into DCM then washed with 1M HCl then brine before being dried (Na2SO4) and concentrated in vacuo. The resultant residue was purified by flash chromatograp...